From a dataset of the Open Reaction Database (ORD), a public repository of structured organic reaction records. describe an organic reaction: reactants, conditions, products, and yield The reactants are CC=1C(=CNC1)C(=O)OC (methyl 4-methyl-1H-pyrrole-3-carboxylate), BrN1C(CCC1=O)=O (N-bromosuccinimide). Product: BrC1=C(C(=CN1)C(=O)OC)C (Methyl 5-bromo-4-methyl-1H-pyrrole-3-carboxylate), solid. Isolated yield 31.0%. Reaction SMILES: [CH3:1][C:2]1[C:3]([C:7]([O:9][CH3:10])=[O:8])=[CH:4][NH:5][CH:6]=1.[Br:11]N1C(=O)CCC1=O>>[Br:11][C:6]1[NH:5][CH:4]=[C:3]([C:7]([O:9][CH3:10])=[O:8])[C:2]=1[CH3:1]. Procedure: By a similar operation as in Reference Example 40 and using methyl 4-methyl-1H-pyrrole-3-carboxylate (1.0 g) and N-bromosuccinimide (1.28 g), the title compound was obtained as a pale-yellow solid (yield 489 mg, 31%). The reactants are NC1=NC=C(C=C1N)[N+](=O)[O-] (2,3-Diamino-5-nitropyridine), C(CO)(=O)O (glycolic acid), N (NH3). Conditions: temperature 145 celsius, time 37.5 minute. Yields the product [N+](=O)([O-])C=1C=C2C(=NC1)NC(=N2)CO ((6-Nitro-3H-imidazo[4,5-b]pyridin-2-yl)-methanol). Isolated yield 57.9%. Reaction SMILES: [NH2:1][C:2]1[C:7]([NH2:8])=[CH:6][C:5]([N+:9]([O-:11])=[O:10])=[CH:4][N:3]=1.[C:12](O)(=O)[CH2:13][OH:14].N>>[N+:9]([C:5]1[CH:6]=[C:7]2[N:8]=[C:12]([CH2:13][OH:14])[NH:1][C:2]2=[N:3][CH:4]=1)([O-:11])=[O:10]. Procedure: Solid 2,3-Diamino-5-nitropyridine (prepared according to J. Med. Chem. 1997, 40, 3679-3686; 610 mg, 0.0040 mol) and solid glycolic acid (750 mg, 0.0099 mol) were combined in a sealed tube (left open) and heated to 145° C. and stirred for approx. 30-45 min (solid fuses together, liquifies then re-solidifies). After allowing to cool to rt the solid was extracted with 1N HCl. The aqueous mixture was concentrated under vacuum to leave a crude solid that was basified using conc. NH3 solution. The amm...